This data is from the Open Reaction Database (ORD), a public repository of structured organic reaction records. The task is: describe an organic reaction: reactants, conditions, products, and yield The reactants are COC(=O)c1ccc(OC(=O)c2ccccc2)cc1OC, [Ni]. Yields the product COC(=O)c1ccc(O)cc1OC. As a reaction SMILES: [CH3:1][O:2][c:3]1[c:4]([C:5](=[O:6])[O:7][CH3:8])[cH:9][cH:10][c:11]([O:13][C:14](=[O:15])[c:16]2[cH:17][cH:18][cH:19][cH:20][cH:21]2)[cH:12]1.[Ni:22]>>[CH3:1][O:2][c:3]1[c:4]([C:5](=[O:6])[O:7][CH3:8])[cH:9][cH:10][c:11]([OH:13])[cH:12]1. Starting materials: CC(C)=O, Clc1ccc2c(c1)Cc1ccc(-c3nnn[nH]3)cc1S2, O=C(OO)c1cccc(Cl)c1, O. Product: O=S1c2ccc(Cl)cc2Cc2ccc(-c3nnn[nH]3)cc21. Reaction SMILES: [CH3:32][C:33](=[O:34])[CH3:35].[Cl:1][c:2]1[cH:3][cH:4][c:5]2[c:14]([cH:15]1)[CH2:13][c:12]1[c:7]([cH:8][c:9](-[c:16]3[n:17][n:18][n:19][nH:20]3)[cH:10][cH:11]1)[S:6]2.[Cl:21][c:22]1[cH:23][c:24]([C:29](=[O:26])[O:30][OH:31])[cH:25][cH:27][cH:28]1.[OH2:36]>>[Cl:1][c:2]1[cH:3][cH:4][c:5]2[c:14]([cH:15]1)[CH2:13][c:12]1[c:7]([cH:8][c:9](-[c:16]3[n:17][n:18][n:19][nH:20]3)[cH:10][cH:11]1)[S:6]2=[O:26]. Yield: 38.0%. The reactants are C(C)(C)(C)OC(=O)C=1C(=C(SC1NC(=O)NCCCCCCCC)C(=O)OCC1=CC=CC=C1)C (3-Methyl-5-(3-octyl-ureido)-thiophene-2,4-dicarboxylic acid 2-benzyl ester 4-tert-butyl ester), ( 5.2 ), CC(CCCCCC)OC(=O)C=1SC(=C(C1C)C(=O)OC(C)(C)C)NC(=O)NCCCCCCCC (3-methyl-5-(3-octyl-ureido)-thiophene-2,4-dicarboxylic acid 4-tert-butyl ester 2-octyl ester). As a reaction SMILES: C(OC(C1C(C)=C(C(OCC2C=CC=CC=2)=O)SC=1N[C:14]([NH:16][CH2:17][CH2:18][CH2:19][CH2:20][CH2:21][CH2:22][CH2:23][CH3:24])=[O:15])=O)(C)(C)C.CC(OC(C1SC(NC(NCCCCCCCC)=O)=C(C(OC(C)(C)C)=O)C=1C)=O)CCCCCC>CCOC(C)=O>[CH2:17]([N:16]=[C:14]=[O:15])[CH2:18][CH2:19][CH2:20][CH2:21][CH2:22][CH2:23][CH3:24]. Run in hexanes, CCOC(=O)C (EtOAc). Procedure details: (5.1) To a stirring solution of 5-amino-3-methyl-thiophene-2,4-dicarboxylic acid 2-octyl ester 4-tert-butyl ester (348 mg, 0.94 mmol) and DBU (0.35 mL, 360 mg, 2.4 mmol) in CH2Cl2 (10 mL) was added octyl isocyanate (0.166 mL, 146 mg, 0.94 mmol). The reaction was stirred RT for 16 h, and then solvent was removed under reduced pressure. The product was purified by column chromatography (5:1; hexanes:EtOAc) to give 431 mg of a solid (87%): Mp 92.0-94.0° C.; 1H NMR (CDCl3) δ 12.30 (s, 1H), 8.64 (s, ... Product: C(CCCCCCC)N=C=O (octyl isocyanate), solid. Starting materials: COC=1C=C(C=CC1)[C@@H](C)NC(C1=CC(=CC=C1)[N+](=O)[O-])C1=CC=C(C=C1)OC (N-[(R)-1-(3-methoxyphenyl)ethyl]-N-[(4-methoxyphenyl)-(3-nitrophenyl)methyl]amine), [Sn](Cl)(Cl)(Cl)Cl (tin chloride). Solvent: C(C)O (ethanol). Yields the product COC1=CC=C(C=C1)C(C=1C=C(C=CC1)N)N[C@H](C)C1=CC(=CC=C1)OC (3-{(4-Methoxyphenyl)-[(R)-1-(3-methoxyphenyl)ethylamino]methyl}phenylamine). Reaction SMILES: [CH3:1][O:2][C:3]1[CH:4]=[C:5]([C@H:9]([NH:11][CH:12]([C:22]2[CH:27]=[CH:26][C:25]([O:28][CH3:29])=[CH:24][CH:23]=2)[C:13]2[CH:18]=[CH:17][CH:16]=[C:15]([N+:19]([O-])=O)[CH:14]=2)[CH3:10])[CH:6]=[CH:7][CH:8]=1.[Sn](Cl)(Cl)(Cl)Cl>C(O)C>[CH3:29][O:28][C:25]1[CH:26]=[CH:27][C:22]([CH:12]([NH:11][C@@H:9]([C:5]2[CH:6]=[CH:7][CH:8]=[C:3]([O:2][CH3:1])[CH:4]=2)[CH3:10])[C:13]2[CH:14]=[C:15]([NH2:19])[CH:16]=[CH:17][CH:18]=2)=[CH:23][CH:24]=1. Procedure details: Following a similar reaction, separation and purification procedure to that described in Example (94b), 9.04 g of N-[(R)-1-(3-methoxyphenyl)ethyl]-N-[(4-methoxyphenyl)-(3-nitrophenyl)methyl]amine [prepared as described in step (a) above], 17.5 g of anhydrous tin chloride and 150 ml of ethanol were reacted, to obtain 1.48 g of isomer A and 1.28 g of isomer B of the title compound as a pale yellow oil. Reactants: CC1CCCN1C1CC(c2nc3ccc(Br)cc3s2)C1, Cc1ccc[nH]c1=O, O=c1cccn[nH]1. Product: Cc1cccn(-c2ccc3nc(C4CC(N5CCCC5C)C4)sc3c2)c1=O. RXN SMILES: [Br:1][c:2]1[cH:3][c:4]2[c:5]([n:6][c:7]([CH:9]3[CH2:10][CH:11]([N:13]4[CH:14]([CH3:18])[CH2:15][CH2:16][CH2:17]4)[CH2:12]3)[s:8]2)[cH:19][cH:20]1.[CH3:21][c:22]1[c:23](=[O:28])[nH:24][cH:25][cH:26][cH:27]1.[n:29]1[nH:30][c:31](=[O:32])[cH:33][cH:34][cH:35]1>>[c:2]1(-[n:24]2[c:23](=[O:28])[c:22]([CH3:21])[cH:27][cH:26][cH:25]2)[cH:3][c:4]2[c:5]([n:6][c:7]([CH:9]3[CH2:10][CH:11]([N:13]4[CH:14]([CH3:18])[CH2:15][CH2:16][CH2:17]4)[CH2:12]3)[s:8]2)[cH:19][cH:20]1.